The task is: describe an organic reaction: reactants, conditions, products, and yield. This data is from the Open Reaction Database (ORD), a public repository of structured organic reaction records. The reactants are [Al+3], C1CCOC1, [Cl-], Cl, O=Cc1ccc(-c2ccc(C(F)(F)F)cc2)cn1, [H-], [H-], [H-], [H-], [Li+], [Na+]. Yields the product OCc1ccc(-c2ccc(C(F)(F)F)cc2)cn1. RXN SMILES: [Al+3:2].[CH2:28]1[O:29][CH2:30][CH2:31][CH2:32]1.[Cl-:26].[ClH:27].[F:7][C:8]([c:9]1[cH:10][cH:11][c:12](-[c:15]2[cH:16][cH:17][c:18]([CH:21]=[O:22])[n:19][cH:20]2)[cH:13][cH:14]1)([F:23])[F:24].[H-:1].[H-:4].[H-:5].[H-:6].[Li+:3].[Na+:25]>>[F:7][C:8]([c:9]1[cH:10][cH:11][c:12](-[c:15]2[cH:16][cH:17][c:18]([CH2:21][OH:22])[n:19][cH:20]2)[cH:13][cH:14]1)([F:23])[F:24]. As a reaction SMILES: [C:21](#[N:22])[c:23]1[cH:24][cH:25][c:26]([CH2:27][NH2:28])[cH:29][cH:30]1.[CH2:1]([CH3:2])[n:3]1[n:4][cH:5][c:6]2[c:7]1[n:8][c:9]1[cH:10][cH:11][cH:12][cH:13][c:14]1[c:15]2[Cl:16].[CH3:17][S:18]([CH3:19])=[O:20].[OH2:31]>>[CH2:1]([CH3:2])[n:3]1[n:4][cH:5][c:6]2[c:7]1[n:8][c:9]1[cH:10][cH:11][cH:12][cH:13][c:14]1[c:15]2[NH:28][CH2:27][c:26]1[cH:25][cH:24][c:23]([C:21]#[N:22])[cH:30][cH:29]1. Product: CCn1ncc2c(NCc3ccc(C#N)cc3)c3ccccc3nc21. The reactants are N#Cc1ccc(CN)cc1, CCn1ncc2c(Cl)c3ccccc3nc21, CS(C)=O, O. Reactants: BrC1=C(C=CC=C1)C (2-bromotoluene), N1CCOCC1 (morpholine), CC(C)([O-])C.[Na+] (sodium tert-butoxide). Yields the product CC1=C(C=CC=C1)N1CCOCC1 (N-(2-methylphenyl)morpholine). Isolated yield 39.5%. Reaction SMILES: Br[C:2]1[CH:7]=[CH:6][CH:5]=[CH:4][C:3]=1[CH3:8].[NH:9]1[CH2:14][CH2:13][O:12][CH2:11][CH2:10]1.CC(C)([O-])C.[Na+]>>[CH3:8][C:3]1[CH:4]=[CH:5][CH:6]=[CH:7][C:2]=1[N:9]1[CH2:14][CH2:13][O:12][CH2:11][CH2:10]1 |f:2.3|. Procedure: According to the general procedure B, 2-bromotoluene (171 mg, 1.00 mmol) reacted with morpholine (104 mg, 1.20 mmol) using 1 mol % of catalyst and sodium tert-butoxide (134 mg, 1.40 mmol) at room temperature for 43 h to give the title compound (70 mg, 40%) as an oil after purification: 1H-NMR (300 MHz, CDCl3): δ 7.22-7.18 (m, 2H), 7.06-7.00 (m, 2H), 3.87 (t, 4H, J=4.5 Hz), 2.93 (t, 4H, J=4.5 Hz), 2.34 (s, 3H). GC/MS(EI): m/z 177 (M+). The reactants are COC(=O)c1ccc2nc(C)n(Cc3ccc(O)cc3Cl)c2n1, ClCCl, CCOC(=O)N=NC(=O)OCC, c1ccc(P(c2ccccc2)c2ccccc2)cc1, OCc1ccsc1. Yields the product COC(=O)c1ccc2nc(C)n(Cc3ccc(OCc4ccsc4)cc3Cl)c2n1. Reaction SMILES: [Cl:1][c:2]1[c:3]([CH2:4][n:5]2[c:6]([CH3:18])[n:7][c:8]3[c:9]2[n:10][c:11]([C:14](=[O:15])[O:16][CH3:17])[cH:12][cH:13]3)[cH:19][cH:20][c:21]([OH:23])[cH:22]1.[Cl:62][CH2:63][Cl:64].[O:50]=[C:51]([O:52][CH2:53][CH3:54])[N:55]=[N:56][C:57]([O:58][CH2:59][CH3:60])=[O:61].[c:31]1([P:32]([c:33]2[cH:34][cH:35][cH:36][cH:37][cH:38]2)[c:39]2[cH:40][cH:41][cH:42][cH:43][cH:44]2)[cH:45][cH:46][cH:47][cH:48][cH:49]1.[s:24]1[cH:25][c:26]([CH2:29][OH:30])[cH:27][cH:28]1>>[Cl:1][c:2]1[c:3]([CH2:4][n:5]2[c:6]([CH3:18])[n:7][c:8]3[c:9]2[n:10][c:11]([C:14](=[O:15])[O:16][CH3:17])[cH:12][cH:13]3)[cH:19][cH:20][c:21]([O:23][CH2:29][c:26]2[cH:25][s:24][cH:28][cH:27]2)[cH:22]1. The reactants are CS(=O)(=O)N1CCC(=CC1)C=1C=C2C(=CN1)OC1(CC3(CCNCC3)C1)C2 (5-(1-methanesulfonyl-1,2,3,6-tetrahydro-pyridin-4-yl)-dispiro[2,3-dihydrofuro[2,3-c]pyridine-2,1′-cyclobutane-3′,4″-piperidine]), ClC1=NC=C(C=N1)CCC (2-chloro-5-n-propyl-pyrimidine). The product is CS(=O)(=O)N1CCC(=CC1)C=1C=C2C(=CN1)OC1(CC3(CCN(CC3)C3=NC=C(C=N3)CCC)C1)C2 (5-(1-Methanesulfonyl-1,2,3,6-tetrahydro-pyridin-4-yl)-1″-(5-n-propyl-pyrimidin-2-yl)-dispiro[2,3-dihydrofuro[2,3-c]pyridine-2,1′-cyclobutane-3′,4″-piperidine]). As a reaction SMILES: [CH3:1][S:2]([N:5]1[CH2:10][CH:9]=[C:8]([C:11]2[CH:12]=[C:13]3[CH2:27][C:18]4([CH2:26][C:20]5([CH2:25][CH2:24][NH:23][CH2:22][CH2:21]5)[CH2:19]4)[O:17][C:14]3=[CH:15][N:16]=2)[CH2:7][CH2:6]1)(=[O:4])=[O:3].Cl[C:29]1[N:34]=[CH:33][C:32]([CH2:35][CH2:36][CH3:37])=[CH:31][N:30]=1>>[CH3:1][S:2]([N:5]1[CH2:6][CH:7]=[C:8]([C:11]2[CH:12]=[C:13]3[CH2:27][C:18]4([CH2:19][C:20]5([CH2:21][CH2:22][N:23]([C:29]6[N:34]=[CH:33][C:32]([CH2:35][CH2:36][CH3:37])=[CH:31][N:30]=6)[CH2:24][CH2:25]5)[CH2:26]4)[O:17][C:14]3=[CH:15][N:16]=2)[CH2:9][CH2:10]1)(=[O:4])=[O:3]. Procedure details: The title compound is prepared from 5-(1-methanesulfonyl-1,2,3,6-tetrahydro-pyridin-4-yl)-dispiro[2,3-dihydrofuro[2,3-c]pyridine-2,1′-cyclobutane-3′,4″-piperidine] (HCl salt) and 2-chloro-5-n-propyl-pyrimidine following a procedure analogous to that described for Example 15. LC (method 3): tR=0.88 min; Mass spectrum (ESI+): m/z=510 [M+H]+. Starting materials: C[Mg]I (methylmagnesium iodide), N=1C(=CN2C1C=CC=C2)C2=CC=C(C#N)C=C2 (4-(imidazo[1,2-a]pyridin-2-yl)benzonitrile), S(O)(O)(=O)=O (sulfuric acid), [OH-].[Na+] (sodium hydroxide). The solvent is CCOCC (ether), O1CCCC1 (tetrahydrofuran), O (water). The product is C(C)(=O)C1=CC=C(C=C1)C=1N=C2N(C=CC=C2)C1 (2-(4-acetylphenyl)-imidazo[1,2-a]pyridine). Reaction SMILES: [CH3:1][Mg]I.[N:4]1[C:5]([C:13]2[CH:20]=[CH:19][C:16]([C:17]#N)=[CH:15][CH:14]=2)=[CH:6][N:7]2[CH:12]=[CH:11][CH:10]=[CH:9][C:8]=12.S(=O)(=O)(O)O.[OH-:26].[Na+]>CCOCC.O.O1CCCC1>[C:17]([C:16]1[CH:19]=[CH:20][C:13]([C:5]2[N:4]=[C:8]3[CH:9]=[CH:10][CH:11]=[CH:12][N:7]3[CH:6]=2)=[CH:14][CH:15]=1)(=[O:26])[CH3:1] |f:3.4|. Procedure details: A solution of methylmagnesium iodide (prepared from 3.6 g of magnesium and 22 g of methyl iodide) in 40 ml of ether is added dropwise to a mixture of 6.5 g of 4-(imidazo[1,2-a]pyridin-2-yl)benzonitrile and 50 ml of tetrahydrofuran with stirring on an ice bath. The mixture is heated under reflux for 3 hours, and the reaction mixture is cooled with salt and ice. 100 ml of 50% sulfuric acid is added dropwise to the reaction mixture, water is added, and the whole mixture is adjusted to pH 8 by addit... The product is CC(C)(C)OC(=O)N(CC(O)COc1ccccc1)C1CCCc2ccc(C(=O)O)cc2C1. RXN SMILES: [CH3:1][O:2][C:3](=[O:4])[c:5]1[cH:6][cH:7][c:8]2[c:9]([cH:34]1)[CH2:10][CH:11]([N:15]([CH2:16][CH:17]([CH2:18][O:19][c:20]1[cH:21][cH:22][cH:23][cH:24][cH:25]1)[OH:26])[C:27](=[O:28])[O:29][C:30]([CH3:31])([CH3:32])[CH3:33])[CH2:12][CH2:13][CH2:14]2.[CH3:37][OH:38].[Na+:36].[O:39]1[CH2:40][CH2:41][CH2:42][CH2:43]1.[OH-:35]>>[O:2]=[C:3]([OH:4])[c:5]1[cH:6][cH:7][c:8]2[c:9]([cH:34]1)[CH2:10][CH:11]([N:15]([CH2:16][CH:17]([CH2:18][O:19][c:20]1[cH:21][cH:22][cH:23][cH:24][cH:25]1)[OH:26])[C:27](=[O:28])[O:29][C:30]([CH3:31])([CH3:32])[CH3:33])[CH2:12][CH2:13][CH2:14]2. Starting materials: COC(=O)c1ccc2c(c1)CC(N(CC(O)COc1ccccc1)C(=O)OC(C)(C)C)CCC2, CO, [Na+], C1CCOC1, [OH-].